Dataset: the Open Reaction Database (ORD), a public repository of structured organic reaction records. Task: describe an organic reaction: reactants, conditions, products, and yield The solvent is C(C)O (ethanol). Reported procedure: To a solution of ethyl 2-methyl-4-[3-(3-methylbenzothiophen-2-yl)propionyl]phenoxyacetate in ethanol (2 mL)/water (1 mL) was added lithium hydroxide monohydrate (70 mg, 1.7 mmol). The mixture was heated under reflux for 1 hour, cooled at room temperature. After addition of ice, the resultant mixture was acidified with 1M hydrochloric acid, and extracted with ethyl acetate. The organic layer was washed with saturated brine, dried over anhydrous sodium sulfate. The solvent was removed under reduce... Product: CC1=C(OCC(=O)O)C=CC(=C1)C(CCC=1SC2=C(C1C)C=CC=C2)=O (2-Methyl-4-[3-(3-methylbenzothiophen-2-yl)propionyl]phenoxyacetic acid). Reactants: CC1=C(OCC(=O)OCC)C=CC(=C1)C(CCC=1SC2=C(C1C)C=CC=C2)=O (ethyl 2-methyl-4-[3-(3-methylbenzothiophen-2-yl)propionyl]phenoxyacetate), O (water), O.[OH-].[Li+] (lithium hydroxide monohydrate), resultant mixture, Cl (hydrochloric acid). RXN SMILES: [CH3:1][C:2]1[CH:14]=[C:13]([C:15](=[O:28])[CH2:16][CH2:17][C:18]2[S:19][C:20]3[CH:27]=[CH:26][CH:25]=[CH:24][C:21]=3[C:22]=2[CH3:23])[CH:12]=[CH:11][C:3]=1[O:4][CH2:5][C:6]([O:8]CC)=[O:7].O.O.[OH-].[Li+].Cl>C(O)C>[CH3:1][C:2]1[CH:14]=[C:13]([C:15](=[O:28])[CH2:16][CH2:17][C:18]2[S:19][C:20]3[CH:27]=[CH:26][CH:25]=[CH:24][C:21]=3[C:22]=2[CH3:23])[CH:12]=[CH:11][C:3]=1[O:4][CH2:5][C:6]([OH:8])=[O:7] |f:2.3.4|. Yield: 59.0%. Starting materials: CC(C)(C)OC(=O)N1CCc2[nH]ncc2C1, O=C([O-])[O-], CN(C)C=O, ClCCN1CCCC1, Cl, [K+], [K+]. Product: CC(C)(C)OC(=O)N1CCc2nn(CCN3CCCC3)cc2C1. RXN SMILES: [C:1]([CH3:2])([CH3:3])([CH3:4])[O:5][C:6](=[O:7])[N:8]1[CH2:9][c:10]2[c:11]([nH:14][n:15][cH:16]2)[CH2:12][CH2:13]1.[C:26](=[O:27])([O-:28])[O-:29].[CH3:32][N:33]([CH3:34])[CH:35]=[O:36].[Cl:18][CH2:19][CH2:20][N:21]1[CH2:22][CH2:23][CH2:24][CH2:25]1.[ClH:17].[K+:30].[K+:31]>>[C:1]([CH3:2])([CH3:3])([CH3:4])[O:5][C:6](=[O:7])[N:8]1[CH2:9][c:10]2[c:11]([n:14][n:15]([CH2:19][CH2:20][N:21]3[CH2:22][CH2:23][CH2:24][CH2:25]3)[cH:16]2)[CH2:12][CH2:13]1. Reactants: CC(C)CC(C)O, CO, CN1C(=O)C2(CC2)CN(C2CCCC2)c2nc(Cl)ncc21, CN1C2CCCC1CC(NC(=O)c1ccc(N)c(F)c1)C2, O, Cc1ccc(S(=O)(=O)O)cc1. Product: CN1C(=O)C2(CC2)CN(C2CCCC2)c2nc(Nc3ccc(C(=O)NC4CC5CCCC(C4)N5C)cc3F)ncc21. RXN SMILES: [CH3:55][CH:56]([CH3:57])[CH2:58][CH:59]([OH:60])[CH3:61].[CH3:62][OH:63].[Cl:1][c:2]1[n:3][cH:4][c:5]2[c:13]([n:14]1)[N:12]([CH:15]1[CH2:16][CH2:17][CH2:18][CH2:19]1)[CH2:11][C:8]1([C:7](=[O:20])[N:6]2[CH3:21])[CH2:9][CH2:10]1.[NH2:22][c:23]1[c:24]([F:42])[cH:25][c:26]([C:27](=[O:28])[NH:29][CH:30]2[CH2:31][CH:32]3[CH2:33][CH2:34][CH2:35][CH:36]([CH2:37]2)[N:38]3[CH3:39])[cH:40][cH:41]1.[OH2:43].[c:44]1([CH3:45])[cH:46][cH:47][c:48]([S:49]([OH:50])(=[O:51])=[O:52])[cH:53][cH:54]1>>[c:2]1([NH:22][c:23]2[c:24]([F:42])[cH:25][c:26]([C:27](=[O:28])[NH:29][CH:30]3[CH2:31][CH:32]4[CH2:33][CH2:34][CH2:35][CH:36]([CH2:37]3)[N:38]4[CH3:39])[cH:40][cH:41]2)[n:3][cH:4][c:5]2[c:13]([n:14]1)[N:12]([CH:15]1[CH2:16][CH2:17][CH2:18][CH2:19]1)[CH2:11][C:8]1([C:7](=[O:20])[N:6]2[CH3:21])[CH2:9][CH2:10]1. Reactants: COC1=CC=2CCC=3C4=CC=C(C=C4CCC3C2C=C1)OC (2,8-dimethoxy-5,6,11,12-tetrahydrochrysene). Reagents/catalysts: [Pd] (Pd/C). Run at temperature 200 celsius. Product: COC1=CC=2C=CC3=C4C=CC(=CC4=CC=C3C2C=C1)OC (2,8-dimethoxychrysene). Yield: 34.7%. Reaction SMILES: [CH3:1][O:2][C:3]1[CH:20]=[CH:19][C:18]2[C:17]3[CH2:16][CH2:15][C:14]4[C:9](=[CH:10][CH:11]=[C:12]([O:21][CH3:22])[CH:13]=4)[C:8]=3[CH2:7][CH2:6][C:5]=2[CH:4]=1>[Pd]>[CH3:22][O:21][C:12]1[CH:11]=[CH:10][C:9]2[C:8]3[C:17](=[C:18]4[C:5](=[CH:6][CH:7]=3)[CH:4]=[C:3]([O:2][CH3:1])[CH:20]=[CH:19]4)[CH:16]=[CH:15][C:14]=2[CH:13]=1. Procedure details: Under an argon gas flow, 70 g (0.24 mol) of 2,8-dimethoxy-5,6,11,12-tetrahydrochrysene and 50 g of Pd/C were charged into a 5 L round bottom flask equipped with a condenser, and heated at 200° C. for 1 h. Thereafter, the obtained reaction mixture was heated to 300° C. and sublimated. The resultant reaction product was recrystallized with acetic acid, thereby obtaining 24 g of the aimed product (yield: 35%). Starting materials: NC=1C=C(C(=O)NC)C=CC1 (3-amino-N-methylbenzamide), ClC=1C2=C(N=CN1)NC=C2C(=O)C2=CC=CC1=CC=CC=C21 ((4-chloro-7H-pyrrolo[2,3-d]pyrimidin-5-yl)(naphthalen-1-yl)methanone). The product is C1(=CC=CC2=CC=CC=C12)C(=O)C1=CNC=2N=CN=C(C21)NC=2C=C(C(=O)NC)C=CC2 (3-((5-(1-Naphthoyl)-7H-pyrrolo[2,3-d]pyrimidin-4-yl)amino)-N-methylbenzamide). As a reaction SMILES: [NH2:1][C:2]1[CH:3]=[C:4]([CH:9]=[CH:10][CH:11]=1)[C:5]([NH:7][CH3:8])=[O:6].Cl[C:13]1[C:14]2[C:21]([C:22]([C:24]3[C:33]4[C:28](=[CH:29][CH:30]=[CH:31][CH:32]=4)[CH:27]=[CH:26][CH:25]=3)=[O:23])=[CH:20][NH:19][C:15]=2[N:16]=[CH:17][N:18]=1>>[C:24]1([C:22]([C:21]2[C:14]3[C:13]([NH:1][C:2]4[CH:3]=[C:4]([CH:9]=[CH:10][CH:11]=4)[C:5]([NH:7][CH3:8])=[O:6])=[N:18][CH:17]=[N:16][C:15]=3[NH:19][CH:20]=2)=[O:23])[C:33]2[C:28](=[CH:29][CH:30]=[CH:31][CH:32]=2)[CH:27]=[CH:26][CH:25]=1. Reported procedure: 3-((5-(1-Naphthoyl)-7H-pyrrolo[2,3-d]pyrimidin-4-yl)amino)-N-methylbenzamide was synthesized using 3-amino-N-methylbenzamide and (4-chloro-7H-pyrrolo[2,3-d]pyrimidin-5-yl)(naphthalen-1-yl)methanone according to the general procedure A. A yellow solid was obtained. M.p.>300° C.; 400 MHz 1HNMR (DMSO-d6) δ 11.53 (s, 1H), 8.48-8.44 (m, 2H), 8.24-8.20 (m, 2H), 8.14 (d, J=8.0 Hz, 1H), 8.06-8.03 (m, 2H), 7.80-7.78 (m, 1H), 7.70 (d, J=2.4 Hz, 1H), 7.64-7.53 (m, 3H), 7.50-7.44 (m, 2H), 2.77 (d, J=4.4 Hz,... Reactants: C1(=CC=CC2=CC=CC=C12)CC(C(=O)OC(C)(C)C)CC=C (t-butyl 2-(1-naphthylmethyl)-4-pentenoate), ClC1=CC(=CC=C1)C(=O)OO (m-chloroperbenzoic acid). Run in C(Cl)Cl (methylene chloride). Conditions: time 24 hour. Yields the product O1C(CC(C(=O)OC(C)(C)C)CC2=CC=CC3=CC=CC=C23)C1 (t-Butyl 4,5-epoxy-2-(1-naphthylmethyl)pentanoate). Yield: 33.6%. As a reaction SMILES: [C:1]1([CH2:11][CH:12]([CH2:20][CH:21]=[CH2:22])[C:13]([O:15][C:16]([CH3:19])([CH3:18])[CH3:17])=[O:14])[C:10]2[C:5](=[CH:6][CH:7]=[CH:8][CH:9]=2)[CH:4]=[CH:3][CH:2]=1.ClC1C=CC=C(C(OO)=[O:31])C=1>C(Cl)Cl>[O:31]1[CH2:22][CH:21]1[CH2:20][CH:12]([CH2:11][C:1]1[C:10]2[C:5](=[CH:6][CH:7]=[CH:8][CH:9]=2)[CH:4]=[CH:3][CH:2]=1)[C:13]([O:15][C:16]([CH3:17])([CH3:18])[CH3:19])=[O:14]. Procedure: A mixture of 12.92 g (43.6 mmole) of t-butyl 2-(1-naphthylmethyl)-4-pentenoate (prepared as described in Preparation 10), 11.29 g (65.4 mmole) of m-chloroperbenzoic acid and 100 ml of methylene chloride was stirred at room temperature for 24 hours. At the end of this time, the reaction mixture was washed with a saturated aqueous solution of sodium bicarbonate and with a saturated aqueous solution of sodium chloride, in that order, after which it was dried over anhydrous magnesium sulfate and con... Reactants: ClC=1C=CC=2N(N1)C=CN2 (6-chloroimidazo[1,2-b]pyridazine), CC(=O)[O-].[Na+] (NaOAc), C=O (paraformaldehyde). Solvent: CC(=O)O (AcOH). Yields the product ClC=1C=CC=2N(N1)C(=CN2)CO ((6-chloro-imidazo[1,2-b]pyridazin-3-yl)methanol). The yield is 72.3%. As a reaction SMILES: [Cl:1][C:2]1[CH:3]=[CH:4][C:5]2[N:6]([CH:8]=[CH:9][N:10]=2)[N:7]=1.C[C:12]([O-])=[O:13].[Na+].C=O>CC(O)=O>[Cl:1][C:2]1[CH:3]=[CH:4][C:5]2[N:6]([C:8]([CH2:12][OH:13])=[CH:9][N:10]=2)[N:7]=1 |f:1.2|. Procedure: To a solution of 6-chloroimidazo[1,2-b]pyridazine (1.5 g, 9.8 mmol) in AcOH (50 mL) was added NaOAc (1.4 g, 17.1 mmol) and paraformaldehyde (1.5 g). The mixture was heated at reflux overnight and then concentrated under reduced pressure. The residue was basified to pH=12. Then the mixture was filtered and the solid was washed with EtOH to afford (6-chloro-imidazo[1,2-b]pyridazin-3-yl)methanol (1.3 g) in 72% yield. The reactants are O=Cc1cccc(Br)c1, C1CCNCC1, C#CCCCC, [Cu]I, [Pd], c1ccc(P(c2ccccc2)c2ccccc2)cc1, c1ccc(P(c2ccccc2)c2ccccc2)cc1, c1ccc(P(c2ccccc2)c2ccccc2)cc1, c1ccc(P(c2ccccc2)c2ccccc2)cc1. The product is CCCCC#Cc1cccc(C=O)c1. Reaction SMILES: [Br:1][c:2]1[cH:3][c:4]([CH:5]=[O:6])[cH:7][cH:8][cH:9]1.[CH2:16]1[CH2:17][CH2:18][NH:19][CH2:20][CH2:21]1.[CH:10]#[C:11][CH2:12][CH2:13][CH2:14][CH3:15].[Cu:22][I:23].[Pd:24].[c:25]1([P:26]([c:27]2[cH:28][cH:29][cH:30][cH:31][cH:32]2)[c:33]2[cH:34][cH:35][cH:36][cH:37][cH:38]2)[cH:39][cH:40][cH:41][cH:42][cH:43]1.[c:44]1([P:45]([c:46]2[cH:47][cH:48][cH:49][cH:50][cH:51]2)[c:52]2[cH:53][cH:54][cH:55][cH:56][cH:57]2)[cH:58][cH:59][cH:60][cH:61][cH:62]1.[c:63]1([P:64]([c:65]2[cH:66][cH:67][cH:68][cH:69][cH:70]2)[c:71]2[cH:72][cH:73][cH:74][cH:75][cH:76]2)[cH:77][cH:78][cH:79][cH:80][cH:81]1.[c:82]1([P:83]([c:84]2[cH:85][cH:86][cH:87][cH:88][cH:89]2)[c:90]2[cH:91][cH:92][cH:93][cH:94][cH:95]2)[cH:96][cH:97][cH:98][cH:99][cH:100]1>>[c:2]1([C:10]#[C:11][CH2:12][CH2:13][CH2:14][CH3:15])[cH:3][c:4]([CH:5]=[O:6])[cH:7][cH:8][cH:9]1. Reactants: CC(C)(C)N, CCOC(=O)c1nc2c(C#N)cnn2c(Cl)c1CCCl. Reaction SMILES: [CH3:21][C:22]([CH3:23])([CH3:24])[NH2:25].[Cl:1][c:2]1[c:3]([CH2:18][CH2:19][Cl:20])[c:4]([C:13](=[O:14])[O:15][CH2:16][CH3:17])[n:5][c:6]2[n:7]1[n:8][cH:9][c:10]2[C:11]#[N:12]>>[c:2]12[c:3]([c:4]([C:13](=[O:14])[O:15][CH2:16][CH3:17])[n:5][c:6]3[n:7]1[n:8][cH:9][c:10]3[C:11]#[N:12])[CH2:18][CH2:19][N:25]2[C:22]([CH3:21])([CH3:23])[CH3:24]. The product is CCOC(=O)c1nc2c(C#N)cnn2c2c1CCN2C(C)(C)C. Reactants: solid, Cl.Cl.O1CCC2=C1C=CC=C2C2CCN(CC2)CC[C@@H]2CC[C@H](CC2)N (trans-4-{2-[4-(2,3-dihydro-benzofuran-4-yl)-piperidin-1-yl]-ethyl}-cyclohexylamine dihydrochloride), Cl.Cl.O1CCC2=C1C=CC=C2C2CCN(CC2)CC[C@@H]2CC[C@H](CC2)N (trans-4-{2-[4-(2,3-dihydro-benzofuran-4-yl)-piperidin-1-yl]-ethyl}-cyclohexylamine dihydrochloride), OCCC(=O)O (3-hydroxy-propionic acid). Yields the product O1CCC2=C1C=CC=C2C2CCN(CC2)CC[C@@H]2CC[C@H](CC2)NC(CCO)=O (trans-N-(4-{2-[4-(2,3-Dihydro-benzofuran-4-yl)-piperidin-1-yl]-ethyl}-cyclohexyl)-3-hydroxy-propionamide). Reaction SMILES: Cl.Cl.[O:3]1[C:7]2[CH:8]=[CH:9][CH:10]=[C:11]([CH:12]3[CH2:17][CH2:16][N:15]([CH2:18][CH2:19][C@H:20]4[CH2:25][CH2:24][C@H:23]([NH2:26])[CH2:22][CH2:21]4)[CH2:14][CH2:13]3)[C:6]=2[CH2:5][CH2:4]1.[OH:27][CH2:28][CH2:29][C:30](O)=[O:31]>>[O:3]1[C:7]2[CH:8]=[CH:9][CH:10]=[C:11]([CH:12]3[CH2:17][CH2:16][N:15]([CH2:18][CH2:19][C@H:20]4[CH2:21][CH2:22][C@H:23]([NH:26][C:28](=[O:27])[CH2:29][CH2:30][OH:31])[CH2:24][CH2:25]4)[CH2:14][CH2:13]3)[C:6]=2[CH2:5][CH2:4]1 |f:0.1.2|. Reported procedure: The title compound, white solid (31 mg, 31%), MS (ISP) m/z=401.5 [(M+H)+], mp 158° C., was prepared in accordance with the general method of example 1 from trans-4-{2-[4-(2,3-dihydro-benzofuran-4-yl)-piperidin-1-yl]-ethyl}-cyclohexylamine dihydrochloride (intermediate B) (100 mg, 0.25 mmol) and 3-hydroxy-propionic acid.